From a dataset of the Open Reaction Database (ORD), a public repository of structured organic reaction records. describe an organic reaction: reactants, conditions, products, and yield Reactants: CN([SiH](C)C)[Si](C)(C)C, ClCCCl, O=C1NS(=O)(=O)c2ccccc21, O=C(O)C(Cl)(Cl)Cl. Product: C[Si](C)(C)OC(=O)C(Cl)(Cl)Cl. As a reaction SMILES: [CH3:20][SiH:21]([CH3:22])[N:27]([Si:23]([CH3:24])([CH3:25])[CH3:26])[CH3:28].[Cl:29][CH2:30][CH2:31][Cl:32].[O:8]=[C:9]1[c:10]2[c:11]([cH:12][cH:13][cH:14][cH:15]2)[S:16](=[O:17])(=[O:18])[NH:19]1.[OH:1][C:2](=[O:3])[C:4]([Cl:5])([Cl:6])[Cl:7]>>[O:1]([C:2](=[O:3])[C:4]([Cl:5])([Cl:6])[Cl:7])[Si:23]([CH3:24])([CH3:25])[CH3:26]. The reactants are CC1=CN2C(S1)=C(C(=N2)C)C(C)=O (1-(2,6-dimethylpyrazolo[5,1-b][1,3]thiazol-7-yl)ethanone), aqueous solution, [OH-].[Na+] (sodium hydroxide), aqueous solution, solution, N(=O)[O-].[Na+] (sodium nitrite). The reagents and catalysts are [Zn] (zinc), [Zn] (zinc). Run in aqueous solution, Cl (hydrochloric acid), Cl (hydrochloric acid). Run at time 1 day. The product is CC1=CN2C(S1)=C(C(=N2)C)N (2,6-Dimethylpyrazolo[5,1-b][1,3]thiazole-7-amine). The yield is 54.3%. RXN SMILES: [CH3:1][C:2]1[S:6][C:5]2=[C:7](C(=O)C)[C:8]([CH3:10])=[N:9][N:4]2[CH:3]=1.[N:14]([O-])=O.[Na+].[OH-].[Na+]>Cl.[Zn]>[CH3:1][C:2]1[S:6][C:5]2=[C:7]([NH2:14])[C:8]([CH3:10])=[N:9][N:4]2[CH:3]=1 |f:1.2,3.4|. Reported procedure: A mixture of 1-(2,6-dimethylpyrazolo[5,1-b][1,3]thiazol-7-yl)ethanone (655 mg, 3.37 mmol) and a 5N aqueous solution of hydrochloric acid (14.2 mL) was cooled to 0° C., and an aqueous (1.0 mL) solution of sodium nitrite (465 mg, 6.74 mmol) was added. This reaction mixture was stirred at room temperature over one day and night. To the mixture was added a 5N aqueous solution of sodium hydroxide at 0° C. to make the solution basic, and produced blue solid was filtered and washed with a small amount ... Reactants: C1=CN(C=N1)C(=S)N2C=CN=C2 (1,1-Thiocarbonyldiimidazole), OCC(C)(C)NC=1SC=C(N1)C1=CC=C(C#N)C=C1 (4-{2-[(2-hydroxy-1,1-dimethylethyl)amino]-1,3-thiazol-4-yl}benzonitrile). Run in O1CCCC1 (tetrahydrofuran). Conditions: time 2 hour. The product is CC1(N(C(OC1)=S)C=1SC=C(N1)C1=CC=C(C#N)C=C1)C (4-[2-(4,4-Dimethyl-2-thioxo-1,3-oxazolidin-3-yl)-1,3-thiazol-4-yl]benzonitrile). The yield is 11.4%. As a reaction SMILES: C1N=CN([C:6](N2C=NC=C2)=[S:7])C=1.[OH:13][CH2:14][C:15]([NH:18][C:19]1[S:20][CH:21]=[C:22]([C:24]2[CH:31]=[CH:30][C:27]([C:28]#[N:29])=[CH:26][CH:25]=2)[N:23]=1)([CH3:17])[CH3:16]>O1CCCC1>[CH3:16][C:15]1([CH3:17])[CH2:14][O:13][C:6](=[S:7])[N:18]1[C:19]1[S:20][CH:21]=[C:22]([C:24]2[CH:25]=[CH:26][C:27]([C:28]#[N:29])=[CH:30][CH:31]=2)[N:23]=1. Procedure details: 1,1-Thiocarbonyldiimidazole (652 mg, 3.6 mmol) was added to a solution of 4-{2-[(2-hydroxy-1,1-dimethylethyl)amino]-1,3-thiazol-4-yl}benzonitrile (1.0 g, 3.6 mmol), prepared in the previous step, in 60 mL of dry tetrahydrofuran at 0° C. The solution was allowed to warm to room temperature. After 2 h, starting material remained. The reaction was heated to reflux. After 12 h, the reaction was cooled to room temperature and concentrated under reduced pressure. Purification of the residue by reverse... Starting materials: Cc1cccc(Cl)c1N, CC1CO1. Yields the product Cc1cccc(Cl)c1NCC(C)O. Reaction SMILES: [Cl:1][c:2]1[c:3]([NH2:4])[c:5]([CH3:9])[cH:6][cH:7][cH:8]1.[O:10]1[CH2:11][CH:12]1[CH3:13]>>[Cl:1][c:2]1[c:3]([NH:4][CH2:11][CH:12]([OH:10])[CH3:13])[c:5]([CH3:9])[cH:6][cH:7][cH:8]1. Starting materials: ClC=1N=C(C2=C(N1)C(CC2)C2=CC=C(C=C2)F)N2CC(C2)N(C(OC(C)(C)C)=O)C (tert-butyl 1-(2-chloro-7-(4-fluorophenyl)-6,7-dihydro-5H-cyclopenta[d]pyrimidin-4-yl)azetidin-3-yl(methyl)carbamate), ClC=1N=CN(C1)C1=C(C=C(N)C=C1)OC (4-(4-chloro-1H-imidazol-1-yl)-3-methoxyaniline). The product is ClC=1N=CN(C1)C1=C(C=C(C=C1)NC=1N=C(C2=C(N1)C(CC2)C2=CC=C(C=C2)F)N2CC(C2)N(C(OC(C)(C)C)=O)C)OC (tert-butyl 1-(2-(4-(4-chloro-1H-imidazol-1-yl)-3-methoxyphenylamino)-7-(4-fluorophenyl)-6,7-dihydro-5H-cyclopenta[d]pyrimidin-4-yl)azetidin-3-yl(methyl)carbamate). The yield is 49.4%. Reaction SMILES: Cl[C:2]1[N:3]=[C:4]([N:18]2[CH2:21][CH:20]([N:22]([CH3:30])[C:23](=[O:29])[O:24][C:25]([CH3:28])([CH3:27])[CH3:26])[CH2:19]2)[C:5]2[CH2:10][CH2:9][CH:8]([C:11]3[CH:16]=[CH:15][C:14]([F:17])=[CH:13][CH:12]=3)[C:6]=2[N:7]=1.[Cl:31][C:32]1[N:33]=[CH:34][N:35]([C:37]2[CH:43]=[CH:42][C:40]([NH2:41])=[CH:39][C:38]=2[O:44][CH3:45])[CH:36]=1>>[Cl:31][C:32]1[N:33]=[CH:34][N:35]([C:37]2[CH:43]=[CH:42][C:40]([NH:41][C:2]3[N:3]=[C:4]([N:18]4[CH2:19][CH:20]([N:22]([CH3:30])[C:23](=[O:29])[O:24][C:25]([CH3:26])([CH3:28])[CH3:27])[CH2:21]4)[C:5]4[CH2:10][CH2:9][CH:8]([C:11]5[CH:12]=[CH:13][C:14]([F:17])=[CH:15][CH:16]=5)[C:6]=4[N:7]=3)=[CH:39][C:38]=2[O:44][CH3:45])[CH:36]=1. Procedure details: tert-butyl 1-(2-chloro-7-(4-fluorophenyl)-6,7-dihydro-5H-cyclopenta[d]pyrimidin-4-yl)azetidin-3-yl(methyl)carbamate (Preparation Hn) (147 mg, 0.340 mmol) and 4-(4-chloro-1H-imidazol-1-yl)-3-methoxyaniline (Preparation A) (76 mg, 0.340 mmol) were combined as per Example 26 to give the crude tert-butyl 1-(2-(4-(4-chloro-1H-imidazol-1-yl)-3-methoxyphenylamino)-7-(4-fluorophenyl)-6,7-dihydro-5H-cyclopenta[d]pyrimidin-4-yl)azetidin-3-yl(methyl)carbamate (104 mg, 0.168 mmol, 49.4% yield) which was use... Starting materials: COCCl (methoxymethyl chloride), C([O-])([O-])=O.[K+].[K+] (potassium carbonate), CN(C1=CC=C(C=C1)C=1N(C=C(C(=O)O)C(C1)=O)C1=CC=C(C=C1)O)C (6-(4-dimethylaminophenyl)-1-(4-hydroxyphenyl)-4-oxo-1,4-dihydronicotinic acid), CN(C=O)C (N,N-dimethylformamide). Run at temperature 100 celsius. Product: CN(C1=CC=C(C=C1)C=1N(C=C(C(=O)OCOC)C(C1)=O)C1=CC=C(C=C1)OCOC)C (methoxymethyl 6-(4-dimethylaminophenyl)-1-(4-methoxymethyloxyphenyl)-4-oxo-1,4-dihydronicotinate), CN(C1=CC=C(C=C1)C=1N(C=C(C(=O)OCOC)C(C1)=O)C1=CC=C(C=C1)O)C (methoxymethyl 6-(4-dimethylaminophenyl)-1-(4-hydroxyphenyl)-4-oxo-1,4-dihydronicotinate). As a reaction SMILES: [CH3:1][N:2]([CH3:26])[C:3]1[CH:8]=[CH:7][C:6]([C:9]2[N:10]([C:19]3[CH:24]=[CH:23][C:22]([OH:25])=[CH:21][CH:20]=3)[CH:11]=[C:12]([C:16](=[O:18])[CH:17]=2)[C:13]([OH:15])=[O:14])=[CH:5][CH:4]=1.[C:27](=[O:30])([O-])[O-].[K+].[K+].[CH3:33][O:34][CH2:35]Cl.[CH3:37]N(C)C=O>>[CH3:1][N:2]([CH3:26])[C:3]1[CH:8]=[CH:7][C:6]([C:9]2[N:10]([C:19]3[CH:20]=[CH:21][C:22]([O:25][CH2:37][O:30][CH3:27])=[CH:23][CH:24]=3)[CH:11]=[C:12]([C:16](=[O:18])[CH:17]=2)[C:13]([O:15][CH2:33][O:34][CH3:35])=[O:14])=[CH:5][CH:4]=1.[CH3:1][N:2]([CH3:26])[C:3]1[CH:8]=[CH:7][C:6]([C:9]2[N:10]([C:19]3[CH:20]=[CH:21][C:22]([OH:25])=[CH:23][CH:24]=3)[CH:11]=[C:12]([C:16](=[O:18])[CH:17]=2)[C:13]([O:15][CH2:33][O:34][CH3:35])=[O:14])=[CH:5][CH:4]=1 |f:1.2.3|. Procedure: In 15 ml of N,N-dimethylformamide was dissolved 0.4 g of 6-(4-dimethylaminophenyl)-1-(4-hydroxyphenyl)-4-oxo-1,4-dihydronicotinic acid at room temperature, and to this solution was added 0.33 g of potassium carbonate. The resulting mixture was heated to 100° C. for 1 hour. The reaction mixture thus obtained was cooled to room temperature, and 0.2 g of methoxymethyl chloride was added thereto. The resulting mixture was subjected to reaction at room temperature for 1 hour. After completion of this...